Dataset: the Open Reaction Database (ORD), a public repository of structured organic reaction records. Task: describe an organic reaction: reactants, conditions, products, and yield The reactants are CCN(CC)CCCl, FC(F)(F)c1ccc(-c2ccc(N3CCNCC3)nc2)cc1. Yields the product CCN(CC)CCN1CCN(c2ccc(-c3ccc(C(F)(F)F)cc3)cn2)CC1. Reaction SMILES: [CH2:23]([CH3:24])[N:25]([CH2:26][CH2:27][Cl:28])[CH2:29][CH3:30].[F:1][C:2]([c:3]1[cH:4][cH:5][c:6](-[c:9]2[cH:10][cH:11][c:12]([N:15]3[CH2:16][CH2:17][NH:18][CH2:19][CH2:20]3)[n:13][cH:14]2)[cH:7][cH:8]1)([F:21])[F:22]>>[F:1][C:2]([c:3]1[cH:4][cH:5][c:6](-[c:9]2[cH:10][cH:11][c:12]([N:15]3[CH2:16][CH2:17][N:18]([CH2:27][CH2:26][N:25]([CH2:23][CH3:24])[CH2:29][CH3:30])[CH2:19][CH2:20]3)[n:13][cH:14]2)[cH:7][cH:8]1)([F:21])[F:22]. The reactants are [OH-].[Na+] (caustic soda), [OH-].[Na+] (caustic soda), Cl (hydrochloric acid), NC1=CC(=C(C=C1)S(=O)(=O)O)N (1,3-diaminobenzene-4-sulfonic acid), C(=O)O (formic acid), C(C)(=O)OC(C)=O (acetic anhydride), [Cl-].[Na+] (sodium chloride). The solvent is O (water). Reaction conditions: time 1 hour. Product: C(C)(=O)NC1=CC(=C(C=C1)S(=O)(=O)O)NC=O (1-(N-acetylamino)-3-(N-formylamino)benzene-4-sulfonic acid). Reaction SMILES: [NH2:1][C:2]1[CH:7]=[CH:6][C:5]([S:8]([OH:11])(=[O:10])=[O:9])=[C:4]([NH2:12])[CH:3]=1.[OH-].[Na+].[C:15](OC(=O)C)(=[O:17])[CH3:16].Cl.[Cl-].[Na+].[CH:25](O)=[O:26]>O>[C:15]([NH:1][C:2]1[CH:7]=[CH:6][C:5]([S:8]([OH:11])(=[O:9])=[O:10])=[C:4]([NH:12][CH:25]=[O:26])[CH:3]=1)(=[O:17])[CH3:16] |f:1.2,5.6|. Procedure details: 47 g of 1,3-diaminobenzene-4-sulfonic acid in 215 ml of water and 35 g of formic acid were heated under reflux for 3 hours. The pH was then adjusted to 6.5 with caustic soda solution and, at 20° C., 35 g of acetic anhydride were added dropwise, while the pH was kept between 6.0 and 7.0 with caustic soda solution. After 1 hour, the pH was adjusted to 4.0 with hydrochloric acid, and 200 g of sodium chloride were added. Stirring was continued for 5 hours, after which the precipitated 1-(N-acetylami... Reactants: Cc1c(Cn2c(C)nc3c(Br)cc(N4CCOCC4)cc32)cccc1C(F)(F)F, COCCOC, CC#N, O=C(O)C(F)(F)F, [Na+], [Na+], O=C([O-])[O-], O, OB(O)c1ccoc1. The product is Cc1c(Cn2c(C)nc3c(-c4ccoc4)cc(N4CCOCC4)cc32)cccc1C(F)(F)F. Reaction SMILES: [Br:1][c:2]1[cH:3][c:4]([N:24]2[CH2:25][CH2:26][O:27][CH2:28][CH2:29]2)[cH:5][c:6]2[n:7]([CH2:12][c:13]3[c:14]([CH3:23])[c:15]([C:19]([F:20])([F:21])[F:22])[cH:16][cH:17][cH:18]3)[c:8]([CH3:11])[n:9][c:10]12.[CH3:51][O:52][CH2:53][CH2:54][O:55][CH3:56].[CH3:58][C:59]#[N:60].[F:44][C:45]([F:46])([F:47])[C:48]([OH:49])=[O:50].[Na+:38].[Na+:39].[O-:40][C:41](=[O:42])[O-:43].[OH2:57].[o:30]1[cH:31][c:32]([B:35]([OH:36])[OH:37])[cH:33][cH:34]1>>[c:2]1(-[c:32]2[cH:31][o:30][cH:34][cH:33]2)[cH:3][c:4]([N:24]2[CH2:25][CH2:26][O:27][CH2:28][CH2:29]2)[cH:5][c:6]2[n:7]([CH2:12][c:13]3[c:14]([CH3:23])[c:15]([C:19]([F:20])([F:21])[F:22])[cH:16][cH:17][cH:18]3)[c:8]([CH3:11])[n:9][c:10]12. Starting materials: C1CNCCN1, CCO, C#CCCCOS(C)(=O)=O. Product: C#CCCCN1CCNCC1. As a reaction SMILES: [CH2:11]1[CH2:12][NH:13][CH2:14][CH2:15][NH:16]1.[CH3:17][CH2:18][OH:19].[CH3:1][S:2]([O:3][CH2:6][CH2:7][CH2:8][C:9]#[CH:10])(=[O:4])=[O:5]>>[CH2:6]([CH2:7][CH2:8][C:9]#[CH:10])[N:13]1[CH2:12][CH2:11][NH:16][CH2:15][CH2:14]1. The reactants are ClC1=CC=C(C=C1)C(C#N)C1=CC=C(C=C1)[N+](=O)[O-] (2-(4-chlorophenyl)-2-(4-nitrophenyl)acetonitrile), P12(=S)SP3(=S)SP(=S)(S1)SP(=S)(S2)S3 (phosphorus pentasulfide). The solvent is CCO (EtOH). Product: ClC1=CC=C(C=C1)C(C(N)=S)C1=CC=C(C=C1)[N+](=O)[O-] (2-(4-chlorophenyl)-2-(4-nitrophenyl)ethanethioamide). RXN SMILES: [Cl:1][C:2]1[CH:7]=[CH:6][C:5]([CH:8]([C:11]2[CH:16]=[CH:15][C:14]([N+:17]([O-:19])=[O:18])=[CH:13][CH:12]=2)[C:9]#[N:10])=[CH:4][CH:3]=1.P12(SP3(SP(SP(S3)(S1)=S)(=S)S2)=S)=[S:21]>CCO>[Cl:1][C:2]1[CH:3]=[CH:4][C:5]([CH:8]([C:11]2[CH:16]=[CH:15][C:14]([N+:17]([O-:19])=[O:18])=[CH:13][CH:12]=2)[C:9](=[S:21])[NH2:10])=[CH:6][CH:7]=1. Procedure: A solution of 2-(4-chlorophenyl)-2-(4-nitrophenyl)acetonitrile (1.000 g, 3.667 mmol, 1 equip) and phosphorus pentasulfide (1.63 g, 7.334 mmol, 2 equip) in EtOH (20 mL) was heated at reflux temperature for 20 h. The reaction mixture was cooled to room temperature and concentrated. The residue was triturated with hot ethyl ether to yield 2-(4-chlorophenyl)-2-(4-nitrophenyl)ethanethioamide as a yellow solid. Reactants: FC(C=1C=C(CN([C@@H]2C[C@@H](N(C3=C(C=C(C=C23)C(F)(F)F)Br)C(=O)Cl)C2CC2)C(=O)OC)C=C(C1)C(F)(F)F)(F)F (cis-4-[(3,5-Bis-trifluoromethyl-benzyl)-methoxycarbonyl-amino]-8-bromo-2-cyclopropyl-6-trifluoromethyl-3,4-dihydro-2H-quinoline-1-carbonyl chloride), C(C)(C)O (isopropanol). The product is C(C)(C)OC(=O)N1[C@H](C[C@H](C2=CC(=CC(=C12)Br)C(F)(F)F)N(C(=O)OC)CC1=CC(=CC(=C1)C(F)(F)F)C(F)(F)F)C1CC1 (cis-4-[(3,5-Bis-trifluoromethyl-benzyl)-methoxycarbonyl-amino]-8-bromo-2-cyclopropyl-6-trifluoromethyl-3,4-dihydro-2H-quinoline-1-carboxylic acid isopropyl ester). As a reaction SMILES: [F:1][C:2]([F:41])([F:40])[C:3]1[CH:4]=[C:5]([CH:33]=[C:34]([C:36]([F:39])([F:38])[F:37])[CH:35]=1)[CH2:6][N:7]([C:29]([O:31][CH3:32])=[O:30])[C@H:8]1[C:17]2[C:12](=[C:13]([Br:22])[CH:14]=[C:15]([C:18]([F:21])([F:20])[F:19])[CH:16]=2)[N:11]([C:23](Cl)=[O:24])[C@@H:10]([CH:26]2[CH2:28][CH2:27]2)[CH2:9]1.[CH:42]([OH:45])([CH3:44])[CH3:43]>>[CH:42]([O:45][C:23]([N:11]1[C:12]2[C:17](=[CH:16][C:15]([C:18]([F:19])([F:21])[F:20])=[CH:14][C:13]=2[Br:22])[C@H:8]([N:7]([CH2:6][C:5]2[CH:4]=[C:3]([C:2]([F:40])([F:41])[F:1])[CH:35]=[C:34]([C:36]([F:38])([F:39])[F:37])[CH:33]=2)[C:29]([O:31][CH3:32])=[O:30])[CH2:9][C@@H:10]1[CH:26]1[CH2:28][CH2:27]1)=[O:24])([CH3:44])[CH3:43]. Procedure details: A solution of cis-4-[(3,5-bis-trifluoromethyl-benzyl)-methoxycarbonyl-amino]-8-bromo-2-cyclopropyl-6-trifluoromethyl-3,4-dihydro-2H-quinoline-1-carboxylic carbonyl chloride (Example 100D) (1.5 g) in isopropanol was heated to reflux for 48 h. The reaction was cooled and concentrated, and the residue was chromatographed (5-10% EtOAc/hexane) to afford the title product (1.0 g). MS m/z 705.4 (M+); 1H NMR (CDCl3) δ 3.8 (s, 3H), 7.1 (s, 1H), 7.8 (s, 2H).